This data is from the Open Reaction Database (ORD), a public repository of structured organic reaction records. The task is: describe an organic reaction: reactants, conditions, products, and yield Starting materials: CN1C2CC(CC1CC2)=O (8-methyl-8-azabicyclo[3.2.1]octan-3-one), BrC1=CC(=C(C=C1)Cl)Cl (1-bromo-3,4-dichlorobenzene), C(CCC)[Li] (n-butyllithium), hexanes, Cl (HCl). The solvent is O (water), O1CCCC1 (tetrahydrofuran), C(C)OCC (diethyl ether). Run at temperature -70 celsius, time 30 minute. Yields the product ClC=1C=C(C=CC1Cl)C1(CC2CCC(C1)N2C)O (3-(3,4-Dichlorophenyl)-8-methyl-8-azabicyclo[3.2.1]octan-3-ol). As a reaction SMILES: Br[C:2]1[CH:7]=[CH:6][C:5]([Cl:8])=[C:4]([Cl:9])[CH:3]=1.C([Li])CCC.[CH3:15][N:16]1[CH:21]2[CH2:22][CH2:23][CH:17]1[CH2:18][C:19](=[O:24])[CH2:20]2.Cl>C(OCC)C.O1CCCC1.O>[Cl:9][C:4]1[CH:3]=[C:2]([C:19]2([OH:24])[CH2:20][CH:21]3[N:16]([CH3:15])[CH:17]([CH2:23][CH2:22]3)[CH2:18]2)[CH:7]=[CH:6][C:5]=1[Cl:8]. Reported procedure: A stirred solution of 1-bromo-3,4-dichlorobenzene (178.6 g, 0.8 mol) in anhydrous diethyl ether (1430 mL) under an argon atmosphere was cooled to -70° C. A solution of n-butyllithium in hexanes (310 mL 2.5 M; 0.78 mol) was added slowly while the temperature was kept below -65° C. (addition time=1 hour). The resulting solution was stirred for another 30 minutes at -70° C. followed by addition of a solution of 8-methyl-8-azabicyclo[3.2.1]octan-3-one (50 g, 0.36 mol) in anhydrous tetrahydrofuran (3...